This data is from the Open Reaction Database (ORD), a public repository of structured organic reaction records. The task is: describe an organic reaction: reactants, conditions, products, and yield Starting materials: ClC=1N=C(C=2N=CN([C@H]3[C@H](O)[C@H](O)[C@@H](CO)O3)C2N1)N (2-chloroadenosine), C1(CCCCC1)C=CC1=CC=C(C=C1)CCN (p-(cyclohexylvinyl)phenylethylamine). The product is C1(CCCCC1)C=CC1=CC=C(C=C1)CCNC=1N=C(C=2N=CN([C@H]3[C@H](O)[C@H](O)[C@@H](CO)O3)C2N1)N (2-[2-(p-cyclohexylvinyl-phenyl)-ethylamino]-adenosine). Reaction SMILES: Cl[C:2]1[N:3]=[C:4]([NH2:20])[C:5]2[N:6]=[CH:7][N:8]([C:18]=2[N:19]=1)[C@@H:9]1[O:17][C@H:14]([CH2:15][OH:16])[C@@H:12]([OH:13])[C@H:10]1[OH:11].[CH:21]1([CH:27]=[CH:28][C:29]2[CH:34]=[CH:33][C:32]([CH2:35][CH2:36][NH2:37])=[CH:31][CH:30]=2)[CH2:26][CH2:25][CH2:24][CH2:23][CH2:22]1>>[CH:21]1([CH:27]=[CH:28][C:29]2[CH:30]=[CH:31][C:32]([CH2:35][CH2:36][NH:37][C:2]3[N:3]=[C:4]([NH2:20])[C:5]4[N:6]=[CH:7][N:8]([C:18]=4[N:19]=3)[C@@H:9]3[O:17][C@H:14]([CH2:15][OH:16])[C@@H:12]([OH:13])[C@H:10]3[OH:11])=[CH:33][CH:34]=2)[CH2:26][CH2:25][CH2:24][CH2:23][CH2:22]1. Procedure: Reaction of 2-chloroadenosine with p-(cyclohexylvinyl)phenylethylamine in the manner described e.g. in Example 14 gives 2-[2-(p-cyclohexylvinyl-phenyl)-ethylamino]-adenosine, [alpha]D25 =-26.4° in DMSO, m.p. 161°-164°. The reactants are Cc1c(S(=O)(=O)Nc2ccc(Br)cc2C(F)(F)F)n(C(=O)OC(C)(C)C)c2ccc(F)cc12, COCCOC, CCO, [Na+], [Na+], O=C([O-])[O-], c1ccc(P(c2ccccc2)(c2ccccc2)[Pd](P(c2ccccc2)(c2ccccc2)c2ccccc2)(P(c2ccccc2)(c2ccccc2)c2ccccc2)P(c2ccccc2)(c2ccccc2)c2ccccc2)cc1, OB(O)c1ccncc1. Yields the product Cc1c(S(=O)(=O)Nc2ccc(-c3ccncc3)cc2C(F)(F)F)n(C(=O)OC(C)(C)C)c2ccc(F)cc12. RXN SMILES: [C:1]([CH3:2])([CH3:3])([CH3:4])[O:5][C:6](=[O:7])[n:8]1[c:9]([S:19]([NH:20][c:21]2[c:22]([C:28]([F:29])([F:30])[F:31])[cH:23][c:24]([Br:27])[cH:25][cH:26]2)(=[O:32])=[O:33])[c:10]([CH3:18])[c:11]2[cH:12][c:13]([F:17])[cH:14][cH:15][c:16]12.[CH3:43][O:44][CH2:45][CH2:46][O:47][CH3:48].[CH3:49][CH2:50][OH:51].[Na+:52].[Na+:53].[O-:54][C:55](=[O:56])[O-:57].[cH:58]1[cH:59][cH:60][c:61]([P:62]([Pd:63]([P:64]([c:65]2[cH:66][cH:67][cH:68][cH:69][cH:70]2)([c:71]2[cH:72][cH:73][cH:74][cH:75][cH:76]2)[c:77]2[cH:78][cH:79][cH:80][cH:81][cH:82]2)([P:83]([c:84]2[cH:85][cH:86][cH:87][cH:88][cH:89]2)([c:90]2[cH:91][cH:92][cH:93][cH:94][cH:95]2)[c:96]2[cH:97][cH:98][cH:99][cH:100][cH:101]2)[P:102]([c:103]2[cH:104][cH:105][cH:106][cH:107][cH:108]2)([c:109]2[cH:110][cH:111][cH:112][cH:113][cH:114]2)[c:115]2[cH:116][cH:117][cH:118][cH:119][cH:120]2)([c:121]2[cH:122][cH:123][cH:124][cH:125][cH:126]2)[c:127]2[cH:128][cH:129][cH:130][cH:131][cH:132]2)[cH:133][cH:134]1.[n:34]1[cH:35][cH:36][c:37]([B:40]([OH:41])[OH:42])[cH:38][cH:39]1>>[C:1]([CH3:2])([CH3:3])([CH3:4])[O:5][C:6](=[O:7])[n:8]1[c:9]([S:19]([NH:20][c:21]2[c:22]([C:28]([F:29])([F:30])[F:31])[cH:23][c:24](-[c:37]3[cH:36][cH:35][n:34][cH:39][cH:38]3)[cH:25][cH:26]2)(=[O:32])=[O:33])[c:10]([CH3:18])[c:11]2[cH:12][c:13]([F:17])[cH:14][cH:15][c:16]12. Yields the product CCOC(=O)C1(C(=O)O)CC1. Reactants: ClCCl, CCOC(=O)C1(C(=O)OCC)CC1, CCO, [Na+], [OH-]. RXN SMILES: [CH2:19]([Cl:20])[Cl:21].[CH2:3]([CH3:4])[O:5][C:6](=[O:7])[C:8]1([C:11](=[O:12])[O:13][CH2:14][CH3:15])[CH2:9][CH2:10]1.[CH3:16][CH2:17][OH:18].[Na+:2].[OH-:1]>>[CH2:3]([CH3:4])[O:5][C:6](=[O:7])[C:8]1([C:11](=[O:12])[OH:13])[CH2:9][CH2:10]1. Reactants: ClCCCl, CCOC(C)=O, [N-]=[N+]=Nc1nc(Cl)c(C(=O)O)[nH]1, N#Cc1cc(Cl)cc(Oc2c(Br)ccc(CN)c2F)c1, CN(C)C=O, On1nnc2ccccc21. The product is N#Cc1cc(Cl)cc(Oc2c(Br)ccc(CNC(=O)c3[nH]c(N=[N+]=[N-])nc3Cl)c2F)c1. As a reaction SMILES: [CH2:1]([Cl:2])[CH2:3][Cl:4].[CH3:52][CH2:53][O:54][C:55]([CH3:56])=[O:57].[N:35](=[N+:36]=[N-:37])[c:38]1[nH:39][c:40]([C:44](=[O:45])[OH:46])[c:41]([Cl:43])[n:42]1.[NH2:15][CH2:16][c:17]1[c:18]([F:34])[c:19]([O:24][c:25]2[cH:26][c:27]([C:28]#[N:29])[cH:30][c:31]([Cl:33])[cH:32]2)[c:20]([Br:23])[cH:21][cH:22]1.[O:47]=[CH:48][N:49]([CH3:50])[CH3:51].[OH:5][n:6]1[c:7]2[c:8]([cH:9][cH:10][cH:11][cH:12]2)[n:13][n:14]1>>[NH:15]([CH2:16][c:17]1[c:18]([F:34])[c:19]([O:24][c:25]2[cH:26][c:27]([C:28]#[N:29])[cH:30][c:31]([Cl:33])[cH:32]2)[c:20]([Br:23])[cH:21][cH:22]1)[C:44]([c:40]1[nH:39][c:38]([N:35]=[N+:36]=[N-:37])[n:42][c:41]1[Cl:43])=[O:45]. RXN SMILES: [C:1]1([SH:7])[CH:6]=[CH:5][CH:4]=[CH:3][CH:2]=1.[H-].[Na+].[H][H].Cl[CH2:13][CH2:14][CH2:15][O:16][CH2:17][CH2:18][N:19]1[C:31]2[C:30]3[CH:29]=[CH:28][CH:27]=[CH:26][C:25]=3[N:24]=[C:23]([NH2:32])[C:22]=2[N:21]=[C:20]1[CH2:33][CH2:34][CH3:35]>CN(C=O)C>[C:1]1([S:7][CH2:13][CH2:14][CH2:15][O:16][CH2:17][CH2:18][N:19]2[C:31]3[C:30]4[CH:29]=[CH:28][CH:27]=[CH:26][C:25]=4[N:24]=[C:23]([NH2:32])[C:22]=3[N:21]=[C:20]2[CH2:33][CH2:34][CH3:35])[CH:6]=[CH:5][CH:4]=[CH:3][CH:2]=1 |f:1.2|. The product is C1(=CC=CC=C1)SCCCOCCN1C(=NC=2C(=NC=3C=CC=CC3C21)N)CCC (1-{2-[3-(phenylthio)propoxy]ethyl}-2-propyl-1H-imidazo[4,5-c]quinolin-4-amine). Procedure details: Under a nitrogen atmosphere thiophenol (0.9 mL, 8.6 mmol) was added to a suspension of sodium hydride (0.19 g, 7.9 mmol) in DMF (25 mL). After hydrogen evolution had ceased, 1-[2-(3-chloropropoxy)ethyl]-2-propyl-1H-imidazo[4,5-c]quinolin-4-amine (2.50 g, 7.2 mmol, prepared by the methods of Parts A-I) was added. The reaction mixture was stirred at ambient temperature for 1.5 hours at which time analysis by HPLC indicated that all of the starting material had been consumed. The reaction mixture w... The reactants are ClCCCOCCN1C(=NC=2C(=NC=3C=CC=CC3C21)N)CCC (1-[2-(3-chloropropoxy)ethyl]-2-propyl-1H-imidazo[4,5-c]quinolin-4-amine), C1(=CC=CC=C1)S (thiophenol), [H-].[Na+] (sodium hydride), [H][H] (hydrogen). Solvent: CN(C)C=O (DMF). Reaction conditions: time 1.5 hour. Reactants: Cl (hydrochloric acid), [H-].[Al+3].[Li+].[H-].[H-].[H-] (lithium aluminum hydride), C(C)OC(=O)CCC1=CC=C(C2=CC=CC=C12)C1OCCO1 (2-[4-(2-ethoxycarbonylethyl)naphthyl]dioxolane). The solvent is C1CCOC1 (THF), C1CCOC1 (THF), C1CCOC1 (THF), O (water). Conditions: time 16 hour. Product: OCCCC1=CC=C(C2=CC=CC=C12)C1OCCO1 (2-[4-(3-Hydroxypropyl)naphthyl]dioxolane). Yield: 37.1%. RXN SMILES: C([O:3][C:4]([CH2:6][CH2:7][C:8]1[C:17]2[C:12](=[CH:13][CH:14]=[CH:15][CH:16]=2)[C:11]([CH:18]2[O:22][CH2:21][CH2:20][O:19]2)=[CH:10][CH:9]=1)=O)C.[H-].[Al+3].[Li+].[H-].[H-].[H-].Cl>C1COCC1.O>[OH:3][CH2:4][CH2:6][CH2:7][C:8]1[C:17]2[C:12](=[CH:13][CH:14]=[CH:15][CH:16]=2)[C:11]([CH:18]2[O:19][CH2:20][CH2:21][O:22]2)=[CH:10][CH:9]=1 |f:1.2.3.4.5.6|. Procedure: To a solution of 2-[4-(2-ethoxycarbonylethyl)naphthyl]dioxolane (210 mg, 0.70 mmol) in anhydrous THF (5 mL) was added at 0° C. 1M lithium aluminum hydride in THF (0.5 mL). THF (5 mL) was added and the mixture was stirred at room temperature for 16 hr, diluted with water (10 mL), acidified with conc. hydrochloric acid, and extracted with ether (3×10 mL). The combined organic extracts were dried (MgSO4), and concentrated. The residue was purified by flash chromatography using hexane/ethyl acetate ...